From a dataset of the Open Reaction Database (ORD), a public repository of structured organic reaction records. describe an organic reaction: reactants, conditions, products, and yield Reactants: CCO, Cc1ccccc1C(=O)N=C=S, Cc1ccccc1, COc1cc2nccc(Oc3ccc(N)cc3Cl)c2cc1OC. The product is COc1cc2nccc(Oc3ccc(NC(=S)NC(=O)c4ccccc4C)cc3Cl)c2cc1OC. RXN SMILES: [CH3:24][CH2:25][OH:26].[CH3:27][c:28]1[c:29]([C:34](=[O:35])[N:36]=[C:37]=[S:38])[cH:30][cH:31][cH:32][cH:33]1.[CH3:39][c:40]1[cH:41][cH:42][cH:43][cH:44][cH:45]1.[Cl:1][c:2]1[cH:3][c:4]([NH2:5])[cH:6][cH:7][c:8]1[O:9][c:10]1[cH:11][cH:12][n:13][c:14]2[cH:15][c:16]([O:22][CH3:23])[c:17]([O:20][CH3:21])[cH:18][c:19]12>>[Cl:1][c:2]1[cH:3][c:4]([NH:5][C:37]([NH:36][C:34]([c:29]2[c:28]([CH3:27])[cH:33][cH:32][cH:31][cH:30]2)=[O:35])=[S:38])[cH:6][cH:7][c:8]1[O:9][c:10]1[cH:11][cH:12][n:13][c:14]2[cH:15][c:16]([O:22][CH3:23])[c:17]([O:20][CH3:21])[cH:18][c:19]12. The reactants are CCO, Cl, N#CC(Cc1ccc([N+](=O)[O-])cc1)c1ccccc1, [Sn]. Product: N#CC(Cc1ccc(N)cc1)c1ccccc1. As a reaction SMILES: [CH3:22][CH2:23][OH:24].[ClH:21].[N+:1]([O-:2])(=[O:3])[c:4]1[cH:5][cH:6][c:7]([CH2:8][CH:9]([c:10]2[cH:11][cH:12][cH:13][cH:14][cH:15]2)[C:16]#[N:17])[cH:18][cH:19]1.[Sn:20]>>[NH2:1][c:4]1[cH:5][cH:6][c:7]([CH2:8][CH:9]([c:10]2[cH:11][cH:12][cH:13][cH:14][cH:15]2)[C:16]#[N:17])[cH:18][cH:19]1. The reactants are FC=1C=C(C=CC1N1C=NC(=C1)C)/C=C/C(=O)NNC(C(CCCCl)C1=CC(=C(C(=C1)F)F)F)=O (5-chloro-2-(3,4,5-trifluorophenyl)pentanoic acid N′-{(E)-3-[3-fluoro-4-(4-methyl-1H-imidazol-1-yl)phenyl]acryloyl}hydrazide). The solvent is P(=O)(Cl)(Cl)Cl (phosphorus oxychloride). Yields the product ClCCCC(C1=CC(=C(C(=C1)F)F)F)C=1OC(=NN1)\C=C\C1=CC(=C(C=C1)N1C=NC(=C1)C)F (2-[4-chloro-1-(3,4,5-trifluorophenyl)butyl]-5-{(E)-2-[3-fluoro-4-(4-methyl-1H-imidazol-1-yl)phenyl]vinyl}-[1,3,4]oxadiazole). Isolated yield 99.6%. As a reaction SMILES: [F:1][C:2]1[CH:3]=[C:4](/[CH:14]=[CH:15]/[C:16]([NH:18][NH:19][C:20](=O)[CH:21]([C:26]2[CH:31]=[C:30]([F:32])[C:29]([F:33])=[C:28]([F:34])[CH:27]=2)[CH2:22][CH2:23][CH2:24][Cl:25])=[O:17])[CH:5]=[CH:6][C:7]=1[N:8]1[CH:12]=[C:11]([CH3:13])[N:10]=[CH:9]1>P(Cl)(Cl)(Cl)=O>[Cl:25][CH2:24][CH2:23][CH2:22][CH:21]([C:20]1[O:17][C:16](/[CH:15]=[CH:14]/[C:4]2[CH:5]=[CH:6][C:7]([N:8]3[CH:12]=[C:11]([CH3:13])[N:10]=[CH:9]3)=[C:2]([F:1])[CH:3]=2)=[N:18][N:19]=1)[C:26]1[CH:31]=[C:30]([F:32])[C:29]([F:33])=[C:28]([F:34])[CH:27]=1. Procedure: A solution of 5-chloro-2-(3,4,5-trifluorophenyl)pentanoic acid N′-{(E)-3-[3-fluoro-4-(4-methyl-1H-imidazol-1-yl)phenyl]acryloyl}hydrazide (103 mg) in phosphorus oxychloride (2 mL) was stirred at 120° C. for 3.5 hours. The reaction solution was left to cool to room temperature and then concentrated under reduced pressure to obtain 99 mg of the title compound. The property value of the compound is as follows. Conditions: temperature 130 celsius, time 45 minute. Reagents/catalysts: C=1C=CC(=CC1)/C=C/C(=O)/C=C/C2=CC=CC=C2.C=1C=CC(=CC1)/C=C/C(=O)/C=C/C2=CC=CC=C2.C=1C=CC(=CC1)/C=C/C(=O)/C=C/C2=CC=CC=C2.[Pd].[Pd] (Pd2(dba)3). RXN SMILES: [F:1][C:2]1[CH:3]=[C:4]2[C:10](B3OC(C)(C)C(C)(C)O3)=[CH:9][N:8]([S:20]([C:23]3[CH:28]=[CH:27][C:26]([CH3:29])=[CH:25][CH:24]=3)(=[O:22])=[O:21])[C:5]2=[N:6][CH:7]=1.Cl[C:31]1[N:36]=[C:35]([NH:37][CH:38]([C:45]2([CH3:50])[CH2:49][CH2:48][CH2:47][CH2:46]2)[CH2:39][C:40]([O:42][CH2:43][CH3:44])=[O:41])[C:34]([F:51])=[CH:33][C:32]=1[C:52]#[N:53].ClC1N=C(N[C@@H](C2(C)CCCC2)CC(OCC)=O)C(F)=CC=1C#N.[O-]P([O-])([O-])=O.[K+].[K+].[K+].CC(C1C=C(C(C)C)C(C2C=CC=CC=2P(C2CCCCC2)C2CCCCC2)=C(C(C)C)C=1)C>O.C1C=CC(/C=C/C(/C=C/C2C=CC=CC=2)=O)=CC=1.C1C=CC(/C=C/C(/C=C/C2C=CC=CC=2)=O)=CC=1.C1C=CC(/C=C/C(/C=C/C2C=CC=CC=2)=O)=CC=1.[Pd].[Pd]>[C:52]([C:32]1[CH:33]=[C:34]([F:51])[C:35]([NH:37][C@@H:38]([C:45]2([CH3:50])[CH2:46][CH2:47][CH2:48][CH2:49]2)[CH2:39][C:40]([O:42][CH2:43][CH3:44])=[O:41])=[N:36][C:31]=1[C:10]1[C:4]2[C:5](=[N:6][CH:7]=[C:2]([F:1])[CH:3]=2)[N:8]([S:20]([C:23]2[CH:28]=[CH:27][C:26]([CH3:29])=[CH:25][CH:24]=2)(=[O:22])=[O:21])[CH:9]=1)#[N:53] |f:3.4.5.6,9.10.11.12.13|. Solvent: 2-methyl THF, O (H2O). The product is C(#N)C=1C=C(C(=NC1C1=CN(C2=NC=C(C=C21)F)S(=O)(=O)C2=CC=C(C)C=C2)N[C@H](CC(=O)OCC)C2(CCCC2)C)F ((R)-ethyl 3-(5-cyano-3-fluoro-6-(5-fluoro-1-tosyl-1H-pyrrolo[2,3-b]pyridin-3-yl)pyridin-2-ylamino)-3-(1-methylcyclopentyl)propanoate). Reactants: FC=1C=C2C(=NC1)N(C=C2B2OC(C(O2)(C)C)(C)C)S(=O)(=O)C2=CC=C(C=C2)C (5-fluoro-1-(p-tolylsulfonyl)-3-(4,4,5,5-tetramethyl-1,3,2-dioxaborolan-2-yl)pyrrolo[2,3-b]pyridine), FC=1C=C2C(=NC1)N(C=C2B2OC(C(O2)(C)C)(C)C)S(=O)(=O)C2=CC=C(C=C2)C (5-fluoro-1-(p-tolylsulfonyl)-3-(4,4,5,5-tetramethyl-1,3,2-dioxaborolan-2-yl)pyrrolo[2,3-b]pyridine), ClC1=C(C=C(C(=N1)NC(CC(=O)OCC)C1(CCCC1)C)F)C#N (racemic ethyl 3-[(6-chloro-5-cyano-3-fluoro-2-pyridyl)amino]-3-(1-methylcyclopentyl)propanoate), ClC1=C(C=C(C(=N1)N[C@H](CC(=O)OCC)C1(CCCC1)C)F)C#N ((R)-ethyl 3-(6-chloro-5-cyano-3-fluoropyridin-2-ylamino)-3-(1-methylcyclopentyl)propanoate), [O-]P(=O)([O-])[O-].[K+].[K+].[K+] (K3PO4), CC(C)C1=CC(=C(C(=C1)C(C)C)C2=C(C=CC=C2)P(C3CCCCC3)C4CCCCC4)C(C)C (X-phos). Procedure details: A solution of 5-fluoro-1-(p-tolylsulfonyl)-3-(4,4,5,5-tetramethyl-1,3,2-dioxaborolan-2-yl)pyrrolo[2,3-b]pyridine, 7a, (0.155 g, 0.373 mmol), racemic ethyl 3-[(6-chloro-5-cyano-3-fluoro-2-pyridyl)amino]-3-(1-methylcyclopentyl)propanoate, 143a, (0.120 g, 0.339 mmol) and K3PO4 (0.288 g, 1.357 mmol) in 2-methyl THF (10.0 mL) and H2O (0.24 mL) was degassed under a stream of nitrogen for 30 minutes. To the mixture was added X-phos (0.020 g, 0.041 mmol) and Pd2(dba)3 (0.008 g, 0.008 mmol). The reaction...